From a dataset of the Open Reaction Database (ORD), a public repository of structured organic reaction records. describe an organic reaction: reactants, conditions, products, and yield RXN SMILES: [Br:1][c:2]1[cH:3][c:4]([C:12](=[O:13])[O:14][CH3:15])[c:5]2[cH:6][cH:7][cH:8][cH:9][c:10]2[cH:11]1.[CH2:17]([Al+:18][CH2:19][CH:20]([CH3:21])[CH3:22])[CH:23]([CH3:24])[CH3:25].[CH3:31][c:32]1[cH:33][cH:34][cH:35][cH:36][cH:37]1.[H-:16].[O:26]1[CH2:27][CH2:28][CH2:29][CH2:30]1>>[Br:1][c:2]1[cH:3][c:4]([CH2:12][OH:13])[c:5]2[cH:6][cH:7][cH:8][cH:9][c:10]2[cH:11]1. The product is OCc1cc(Br)cc2ccccc12. The reactants are COC(=O)c1cc(Br)cc2ccccc12, CC(C)C[Al+]CC(C)C, Cc1ccccc1, [H-], C1CCOC1.